Dataset: the Open Reaction Database (ORD), a public repository of structured organic reaction records. Task: describe an organic reaction: reactants, conditions, products, and yield Reactants: [N+](=O)([O-])C1=CC=C(C(=O)OCC)C=C1 (Ethyl 4-nitrobenzoate), [C-]#N.[K+] (potassium cyanide), CS(=O)C (DMSO). Conditions: temperature 100 celsius, time 4 hour. The product is C(#N)C=1C=C(C(=O)OCC)C=CC1O (ethyl 3-cyano-4-hydroxybenzoate). RXN SMILES: [N+]([C:4]1[CH:14]=[CH:13][C:7]([C:8]([O:10][CH2:11][CH3:12])=[O:9])=[CH:6][CH:5]=1)([O-])=O.[C-:15]#[N:16].[K+].CS(C)=[O:20]>>[C:15]([C:5]1[CH:6]=[C:7]([CH:13]=[CH:14][C:4]=1[OH:20])[C:8]([O:10][CH2:11][CH3:12])=[O:9])#[N:16] |f:1.2|. Procedure details: Ethyl 4-nitrobenzoate (50.0 g, 256 mmol) and potassium cyanide (51.2 g, 786 mmol) were added to DMSO (380 mL), stirred at 100° C. for 4 hours, and cooled to room temperature. DMSO was distilled off, and to the residue was added ice-water (200 mL). The aqueous residue was washed with ethyl acetate (100 mL). To the mixture was added conc. hydrochloric acid, to change the pH of the mixture to 1. The mixture was then extracted with ethyl acetate (200 mL), washed with aqueous saturated brine (50 mL),...